From a dataset of the Open Reaction Database (ORD), a public repository of structured organic reaction records. describe an organic reaction: reactants, conditions, products, and yield The reactants are ClCCl, O=[N+]([O-])c1ccc(S(=O)(=O)Cl)c([N+](=O)[O-])c1, Nc1ccc2c(c1)B(O)OC2, c1ccncc1. Yields the product O=[N+]([O-])c1ccc(S(=O)(=O)Nc2ccc3c(c2)B(O)OC3)c([N+](=O)[O-])c1. RXN SMILES: [CH2:34]([Cl:35])[Cl:36].[N+:12](=[O:13])([O-:14])[c:15]1[c:16]([S:24](=[O:25])(=[O:26])[Cl:27])[cH:17][cH:18][c:19]([N+:21](=[O:22])[O-:23])[cH:20]1.[NH2:1][c:2]1[cH:3][cH:4][c:5]2[c:6]([cH:11]1)[B:7]([OH:10])[O:8][CH2:9]2.[cH:28]1[cH:29][cH:30][n:31][cH:32][cH:33]1>>[NH:1]([c:2]1[cH:3][cH:4][c:5]2[c:6]([cH:11]1)[B:7]([OH:10])[O:8][CH2:9]2)[S:24]([c:16]1[c:15]([N+:12](=[O:13])[O-:14])[cH:20][c:19]([N+:21](=[O:22])[O-:23])[cH:18][cH:17]1)(=[O:25])=[O:26]. The reactants are [N-]=[N+]=[N-].[Na+] (NaN3), ClC1=NN=C(C2=CC=C(C=C12)OC)CC1=C(C=NC=C1Cl)Cl (4-chloro-1-(3,5-dichloro-pyridin4-ylmethyl)-6-methoxy-phthalazine), O (water). Run in CN(C)C=O (DMF). Run at temperature 80 celsius, time 7 hour. The product is ClC=1C=NC=C(C1CC1=NN2C(C3=CC(=CC=C13)OC)=NN=N2)Cl (6-(3,5-Dichloro-pyridin-4-ylmethyl)-9-methoxy-tetrazolo[5,1-a]-phthalazine). The yield is 78.5%. Reaction SMILES: [N-:1]=[N+:2]=[N-:3].[Na+].Cl[C:6]1[C:15]2[C:10](=[CH:11][CH:12]=[C:13]([O:16][CH3:17])[CH:14]=2)[C:9]([CH2:18][C:19]2[C:24]([Cl:25])=[CH:23][N:22]=[CH:21][C:20]=2[Cl:26])=[N:8][N:7]=1.O>CN(C=O)C>[Cl:25][C:24]1[CH:23]=[N:22][CH:21]=[C:20]([Cl:26])[C:19]=1[CH2:18][C:9]1[C:10]2[C:15](=[CH:14][C:13]([O:16][CH3:17])=[CH:12][CH:11]=2)[C:6]2=[N:7][N:8]=[N:3][N:2]2[N:1]=1 |f:0.1|. Procedure details: NaN3 was added to a solution under N2 of 4-chloro-1-(3,5-dichloro-pyridin4-ylmethyl)-6-methoxy-phthalazine (1 g, 2.82 mmoles), obtained as described in example 13, in anhydrous DMF (20 ml) and the mixture was heated at 80° C. overnight, then at 120° C. for 7 hours, then poured into water (10 volumes) and extracted 3 times with CH2Cl2, dried and concentrated under vacuum to give a solid which was purified by flash chromatography (eluent:60:80 petrolatum/ethyl acetate 6:4). The eluate was crystall...